Dataset: the Open Reaction Database (ORD), a public repository of structured organic reaction records. Task: describe an organic reaction: reactants, conditions, products, and yield Starting materials: O (water), ClC1=NC=C(C=C1)Cl (2,5-dichloropyridine), C(CCC)[Li] (butyl lithium), CN(CCN(CCN(C)C)C)C (N,N,N′,N″,N″-pentamethyldiethylenetriamine), C1CCOC1 (THF). Conditions: time 2 hour. Product: ClC1=NC=C(C(=C1)C(=O)O)Cl (2,5-Dichloropyridine-4-carboxylic acid). Reaction SMILES: [Cl:1][C:2]1[CH:7]=[CH:6][C:5]([Cl:8])=[CH:4][N:3]=1.C([Li])CCC.CN(C)CCN(C)CCN(C)C.[OH2:26].C1[CH2:31][O:30]CC1>>[Cl:1][C:2]1[CH:7]=[C:6]([C:31]([OH:30])=[O:26])[C:5]([Cl:8])=[CH:4][N:3]=1. Procedure: At −75° C., 2,5-dichloropyridine (3.7 g) was added to a solution of butyl lithium (25 ml, 1M) and N,N,N′,N″,N″-pentamethyldiethylenetriamine (5.3 ml) in THF (50 ml) under a nitrogen atmosphere at −75° C. and the reaction mixture stirred for 2 h, poured onto dry ice, and water (50 ml) added. The aqueous phase was washed with diethyl ether; acidified to pH 2 and the white solid filtered off dried to give the product (2.5 g), a known compound, for the next reaction, without further characterization...